This data is from the Open Reaction Database (ORD), a public repository of structured organic reaction records. The task is: describe an organic reaction: reactants, conditions, products, and yield Reactants: [Al+3], [Cl-], [Cl-], [Cl-], O=C(Cl)CCCl, Cl, Fc1cccc(F)c1, O. The product is O=C(CCCl)c1ccc(F)cc1F. RXN SMILES: [Al+3:2].[Cl-:1].[Cl-:3].[Cl-:4].[Cl:13][CH2:14][CH2:15][C:16](=[O:17])[Cl:18].[ClH:19].[F:5][c:6]1[cH:7][cH:8][cH:9][c:10]([F:11])[cH:12]1.[OH2:20]>>[F:5][c:6]1[cH:7][cH:8][c:9]([C:16]([CH2:15][CH2:14][Cl:13])=[O:17])[c:10]([F:11])[cH:12]1. Starting materials: CC(C)(C)OC(=O)N1CCN(C(CO)c2cccc(C(F)(F)F)c2)CC1, CN(C)C=O, [H-], CI, [Na+], C1CCOC1. Yields the product COCC(c1cccc(C(F)(F)F)c1)N1CCN(C(=O)OC(C)(C)C)CC1. Reaction SMILES: [C:1]([CH3:2])([CH3:3])([CH3:4])[O:5][C:6](=[O:7])[N:8]1[CH2:9][CH2:10][N:11]([CH:14]([CH2:15][OH:16])[c:17]2[cH:18][c:19]([C:23]([F:24])([F:25])[F:26])[cH:20][cH:21][cH:22]2)[CH2:12][CH2:13]1.[CH3:36][N:37]([CH3:38])[CH:39]=[O:40].[H-:27].[I:29][CH3:30].[Na+:28].[O:31]1[CH2:32][CH2:33][CH2:34][CH2:35]1>>[C:1]([CH3:2])([CH3:3])([CH3:4])[O:5][C:6](=[O:7])[N:8]1[CH2:9][CH2:10][N:11]([CH:14]([CH2:15][O:16][CH3:30])[c:17]2[cH:18][c:19]([C:23]([F:24])([F:25])[F:26])[cH:20][cH:21][cH:22]2)[CH2:12][CH2:13]1.